From a dataset of the Open Reaction Database (ORD), a public repository of structured organic reaction records. describe an organic reaction: reactants, conditions, products, and yield Starting materials: ( 7 ), amino acid, FC=1C=C2C(CCOC2=CC1)(C(=O)O)NC(=O)N (6-fluoro-4-ureidochroman-4-carboxylic acid), C(CNC(=O)N)(=O)O (hydantoic acid), [Na] (sodium), [O-]C#N.[K+] (potassium cyanate), C(CNC(=O)N)(=O)O (hydantoic acid). The solvent is CO (methanol). Yields the product C[C@@H]([C@@H](C1=CC=CC=C1)O)N (1-(-)-ephedrine), C[C@@H]([C@@H](C1=CC=CC=C1)O)NC ((-)-ephedrine), FC=1C=C2[C@@](CCOC2=CC1)(C(=O)O)NC(=O)N ((4S)-6-fluoro-4-ureidochroman-4-carboxylic acid). RXN SMILES: [Na].[O-][C:3]#[N:4].[K+].[C:6]([OH:13])(=O)[CH2:7][NH:8]C(N)=[O:10].[F:14][C:15]1[CH:16]=[C:17]2[C:22](=[CH:23][CH:24]=1)[O:21][CH2:20][CH2:19][C:18]2([NH:28][C:29]([NH2:31])=[O:30])[C:25]([OH:27])=[O:26]>CO>[CH3:3][C@H:7]([NH2:8])[C@H:6]([OH:13])[C:15]1[CH:16]=[CH:17][CH:22]=[CH:23][CH:24]=1.[CH3:20][C@H:19]([NH:4][CH3:3])[C@H:18]([OH:10])[C:17]1[CH:22]=[CH:23][CH:24]=[CH:15][CH:16]=1.[F:14][C:15]1[CH:16]=[C:17]2[C:22](=[CH:23][CH:24]=1)[O:21][CH2:20][CH2:19][C@@:18]2([NH:28][C:29]([NH2:31])=[O:30])[C:25]([OH:27])=[O:26] |f:1.2,^1:0|. Reported procedure: Later developments in the overall method of production then finally gave a process for producing sorbinil which involved the following steps, viz., (1) p-fluorophenol was first converted to β-(p-fluorophenoxy)propionitrile by treatment with acrylonitrile in the present of Triton B; (2) the nitrile intermediate was then converted to β-(p-fluorophenoxy)propionic acid by means of hydrochloric acid; (3) β-(p-fluorophenoxy)propionic acid was then condensed in the presence of concentrated sulfuric aci...